From a dataset of the Open Reaction Database (ORD), a public repository of structured organic reaction records. describe an organic reaction: reactants, conditions, products, and yield Starting materials: F[B-](F)(F)F, CC(=O)O, C[O+](C)C, CO, Fc1ccc(F)nn1, O. Yields the product F[B-](F)(F)F, C[n+]1nc(F)ccc1F. RXN SMILES: [B-:9]([F:10])([F:11])([F:12])[F:13].[C:21]([OH:22])(=[O:23])[CH3:24].[CH3:14][O+:15]([CH3:16])[CH3:17].[CH3:18][OH:19].[F:1][c:2]1[n:3][n:4][c:5]([F:8])[cH:6][cH:7]1.[OH2:20]>>[B-:9]([F:10])([F:11])([F:12])[F:13].[F:1][c:2]1[n:3][n+:4]([CH3:14])[c:5]([F:8])[cH:6][cH:7]1. Starting materials: [C+4], CC(C)(C)OC(=O)n1ccc2c(NC(=O)C3CCN(C(=O)OCc4ccccc4)CC3)ccnc21, CO, [OH-], [OH-], [OH-], [OH-], [OH-], [OH-], [Pd+2]. Product: CC(C)(C)OC(=O)n1ccc2c(NC(=O)C3CCNCC3)ccnc21. As a reaction SMILES: [C+4:39].[C:1]([CH3:2])([CH3:3])([CH3:4])[O:5][C:6](=[O:7])[n:8]1[cH:9][cH:10][c:11]2[c:12]1[n:13][cH:14][cH:15][c:16]2[NH:17][C:18](=[O:19])[CH:20]1[CH2:21][CH2:22][N:23]([C:26]([O:27][CH2:28][c:29]2[cH:30][cH:31][cH:32][cH:33][cH:34]2)=[O:35])[CH2:24][CH2:25]1.[CH3:36][OH:37].[OH-:38].[OH-:41].[OH-:42].[OH-:43].[OH-:44].[OH-:45].[Pd+2:40]>>[C:1]([CH3:2])([CH3:3])([CH3:4])[O:5][C:6](=[O:7])[n:8]1[cH:9][cH:10][c:11]2[c:12]1[n:13][cH:14][cH:15][c:16]2[NH:17][C:18](=[O:19])[CH:20]1[CH2:21][CH2:22][NH:23][CH2:24][CH2:25]1. Reactants: C1CCOC1, [K+], COc1c(Br)cccc1CN=[N+]=[N-], [OH-], O. Product: COc1c(Br)cccc1CN. Reaction SMILES: [CH2:16]1[O:17][CH2:18][CH2:19][CH2:20]1.[K+:2].[N:3](=[N+:4]=[N-:5])[CH2:6][c:7]1[c:8]([O:14][CH3:15])[c:9]([Br:13])[cH:10][cH:11][cH:12]1.[OH-:1].[OH2:21]>>[NH2:3][CH2:6][c:7]1[c:8]([O:14][CH3:15])[c:9]([Br:13])[cH:10][cH:11][cH:12]1. Reactants: N(=[N+]=[N-])CC1=CC=C(C=C1)CO ((4-Azidomethyl-phenyl)-methanol), C(C#C)(=O)OCC (ethyl propiolate), O=C1C(O)=C([O-])[C@H](O1)[C@@H](O)CO.[Na+] (sodium ascorbate), C(C)(=O)OCC (Ethyl acetate). The product is C(C)OC(=O)C=1N=NN(C1)CC1=CC=C(C=C1)CO (1-(4-Hydroxymethyl-benzyl)-1H-[1,2,3]triazole-4-carboxylic acid ethyl ester). Reagents/catalysts: S(=O)(=O)([O-])[O-].[Cu+2] (copper(II) sulfate). Solvent: CCCCO (n-BuOH), O (water). Reported procedure: A mixture of (4-Azidomethyl-phenyl)-methanol (4.12 g, 25 mmol), ethyl propiolate (2.54 mL, 25 mmol), copper(II) sulfate (798 mg, 5 mmol) and sodium ascorbate (4.95 g, 25 mmol) in 30 mL n-BuOH and 30 mL water was stirred at room temperature for 16 h. Ethyl acetate was added and the mixture was extracted with water. The organic layer was dried over MgSO4 and evaporated in vacuo to give the title compound which was used in the next step without further purification. LCMS (Method A) RtA=1.157; [M+H]... As a reaction SMILES: [N:1]([CH2:4][C:5]1[CH:10]=[CH:9][C:8]([CH2:11][OH:12])=[CH:7][CH:6]=1)=[N+:2]=[N-:3].[C:13]([O:17][CH2:18][CH3:19])(=[O:16])[C:14]#[CH:15].O=C1O[C@H]([C@H](CO)O)C([O-])=C1O.[Na+].C(OCC)(=O)C>CCCCO.O.S([O-])([O-])(=O)=O.[Cu+2]>[CH2:18]([O:17][C:13]([C:14]1[N:3]=[N:2][N:1]([CH2:4][C:5]2[CH:10]=[CH:9][C:8]([CH2:11][OH:12])=[CH:7][CH:6]=2)[CH:15]=1)=[O:16])[CH3:19] |f:2.3,7.8|. Reaction conditions: time 16 hour. Starting materials: [Br-], COc1cccc(-n2cc(C=O)c(C)n2)c1, [Mg+]C1CCCCC1, C1CCOC1. The product is COc1cccc(-n2cc(C(O)C3CCCCC3)c(C)n2)c1. Reaction SMILES: [Br-:1].[CH3:9][O:10][c:11]1[cH:12][c:13](-[n:17]2[n:18][c:19]([CH3:24])[c:20]([CH:22]=[O:23])[cH:21]2)[cH:14][cH:15][cH:16]1.[CH:2]1([Mg+:8])[CH2:3][CH2:4][CH2:5][CH2:6][CH2:7]1.[O:25]1[CH2:26][CH2:27][CH2:28][CH2:29]1>>[CH:2]1([CH:22]([c:20]2[c:19]([CH3:24])[n:18][n:17](-[c:13]3[cH:12][c:11]([O:10][CH3:9])[cH:16][cH:15][cH:14]3)[cH:21]2)[OH:23])[CH2:3][CH2:4][CH2:5][CH2:6][CH2:7]1. Starting materials: CS(=O)(=O)O, CSCCC(N)C(=O)O, COc1c(Cl)c2c(c(Sc3ccccc3)c1OC)CCN(C)CC2. The product is COc1c(O)c(Cl)c2c(c1Sc1ccccc1)CCN(C)CC2. RXN SMILES: [CH3:25][S:26]([OH:27])(=[O:28])=[O:29].[CH3:30][S:31][CH2:32][CH2:33][CH:34]([C:35](=[O:36])[OH:37])[NH2:38].[Cl:1][c:2]1[c:3]([O:23][CH3:24])[c:4]([O:21][CH3:22])[c:5]([S:14][c:15]2[cH:16][cH:17][cH:18][cH:19][cH:20]2)[c:6]2[c:7]1[CH2:8][CH2:9][N:10]([CH3:13])[CH2:11][CH2:12]2>>[Cl:1][c:2]1[c:3]([OH:23])[c:4]([O:21][CH3:22])[c:5]([S:14][c:15]2[cH:16][cH:17][cH:18][cH:19][cH:20]2)[c:6]2[c:7]1[CH2:8][CH2:9][N:10]([CH3:13])[CH2:11][CH2:12]2. Reactants: [H-].[Na+] (sodium hydride), C1CCOC1 (THF), OC=1C=C(C#N)C=CC1 (3-hydroxy-benzonitrile), [Cl-] (Chloride), CN1CCCN(C1=O)C (DMPU), C1CCOC1 (THF). Reaction conditions: time 3 hour. Yields the product COCCOC=1C(=C(C#N)C=CC1)OC ((2-Methoxyethoxy)-methoxy-benzonitrile). RXN SMILES: [H-].[Na+].[OH:3][C:4]1[CH:5]=[C:6]([CH:9]=[CH:10][CH:11]=1)[C:7]#[N:8].[Cl-].CN1[C:19](=[O:20])N(C)CCC1.C1[CH2:26][O:25][CH2:24][CH2:23]1>>[CH3:26][O:25][CH2:24][CH2:23][O:3][C:4]1[C:5]([O:20][CH3:19])=[C:6]([CH:9]=[CH:10][CH:11]=1)[C:7]#[N:8] |f:0.1|. Procedure details: To a cooled (0° C.) suspension of sodium hydride (840 mg, 60% dispersion in mineral oil, 21 mmol) in THF (20 mL) is added a solution comprising 3-hydroxy-benzonitrile (2.4 g, 20 mmol), MEM Chloride (2.25 mL, 20 mmol) and DMPU (2 mL) in THF (20 mL). On complete addition, the cold bath is removed and stirring continued for 3 h. The reaction mixture is then diluted with ether, washed with water and brine, dried over MgSO4 and concentrated. The residue is purified by flash chromatography (silica, 30... Reactants: S(=O)(O)[O-].[Na+] (sodium hydrogen sulfite), C(C1=CC=CC=C1)N (benzylamine), ice water, C(=O)C1(CC1)C(=O)OCC (ethyl 1-formylcyclopropane-1-carboxylate), [C-]#N.[K+] (potassium cyanide). Solvent: O (water), C(C)O (ethanol). Conditions: temperature 50 celsius, time 2.5 hour. Yields the product C(C1=CC=CC=C1)NC(C#N)C1(CC1)C(=O)OCC (1-(1-Benzylamino-1-cyanomethyl)-1-ethoxycarbonylcyclopropane). The yield is 78.8%. Reaction SMILES: [CH:1]([C:3]1([C:6]([O:8][CH2:9][CH3:10])=[O:7])[CH2:5][CH2:4]1)=O.S([O-])(O)=O.[Na+].[C-:16]#[N:17].[K+].[CH2:19]([NH2:26])[C:20]1[CH:25]=[CH:24][CH:23]=[CH:22][CH:21]=1>C(O)C.O>[CH2:19]([NH:26][CH:1]([C:3]1([C:6]([O:8][CH2:9][CH3:10])=[O:7])[CH2:5][CH2:4]1)[C:16]#[N:17])[C:20]1[CH:25]=[CH:24][CH:23]=[CH:22][CH:21]=1 |f:1.2,3.4|. Procedure details: An eggplant type flask was charged with 501 mg of ethyl 1-formylcyclopropane-1-carboxylate and 2 ml of water to which were further added 1.13 g of sodium hydrogen sulfite and 345 mg of potassium cyanide. Thereto was added dropwise 564 mg of benzylamine dissolved in 5 ml of ethanol at room temperature, followed by 2.5 hours of stirring the reaction solution at 50° C. After confirming completion of the reaction, the reaction solution was mixed with ice water and extracted with ethyl acetate. Next,... The reactants are O=C([O-])[O-], CCN, CCO, Cl, CCOC(=O)c1ccc(-c2ccc(OCCCI)c(-c3ccc4c(c3)C(C)(C)CCC4(C)C)c2)cc1, [K+], [K+]. Yields the product CCNCCCOc1ccc(-c2ccc(C(=O)OCC)cc2)cc1-c1ccc2c(c1)C(C)(C)CCC2(C)C. Reaction SMILES: [C:5](=[O:6])([O-:7])[O-:8].[CH2:2]([CH3:3])[NH2:4].[CH3:47][CH2:48][OH:49].[ClH:1].[I:11][CH2:12][CH2:13][CH2:14][O:15][c:16]1[c:17](-[c:33]2[cH:34][c:35]3[c:40]([cH:41][cH:42]2)[C:39]([CH3:43])([CH3:44])[CH2:38][CH2:37][C:36]3([CH3:45])[CH3:46])[cH:18][c:19](-[c:22]2[cH:23][cH:24][c:25]([C:28](=[O:29])[O:30][CH2:31][CH3:32])[cH:26][cH:27]2)[cH:20][cH:21]1.[K+:10].[K+:9]>>[CH2:2]([CH3:3])[NH:4][CH2:12][CH2:13][CH2:14][O:15][c:16]1[c:17](-[c:33]2[cH:34][c:35]3[c:40]([cH:41][cH:42]2)[C:39]([CH3:43])([CH3:44])[CH2:38][CH2:37][C:36]3([CH3:45])[CH3:46])[cH:18][c:19](-[c:22]2[cH:23][cH:24][c:25]([C:28](=[O:29])[O:30][CH2:31][CH3:32])[cH:26][cH:27]2)[cH:20][cH:21]1.